This data is from the Open Reaction Database (ORD), a public repository of structured organic reaction records. The task is: describe an organic reaction: reactants, conditions, products, and yield Reactants: FC1=C(C=CC=C1)[C@@]12NOC[C@@H]1CC(CC2)OC ((±)-(3aR*,7aS*)-7a-(2-Fluorophenyl)-5-methoxyoctahydrobenz[c]isoxazole). Reagents/catalysts: [Zn] (zinc). The solvent is C(C)(=O)O (acetic acid). Conditions: time 8 hour. The product is N[C@@]1([C@@H](CC(CC1)OC)CO)C1=C(C=CC=C1)F ((±)-[(1R*,2S*)-2-amino-2-(2-fluorophenyl)-5-methoxycyclohexyl]methanol). RXN SMILES: [F:1][C:2]1[CH:7]=[CH:6][CH:5]=[CH:4][C:3]=1[C@:8]12[CH2:16][CH2:15][CH:14]([O:17][CH3:18])[CH2:13][C@H:12]1[CH2:11][O:10][NH:9]2>C(O)(=O)C.[Zn]>[NH2:9][C@@:8]1([C:3]2[CH:4]=[CH:5][CH:6]=[CH:7][C:2]=2[F:1])[CH2:16][CH2:15][CH:14]([O:17][CH3:18])[CH2:13][C@H:12]1[CH2:11][OH:10]. Procedure: (±)-(3aR*,7aS*)-7a-(2-Fluorophenyl)-5-methoxyoctahydrobenz[c]isoxazole obtained in Preparation Example 59-(5) (5.60 g) was dissolved in acetic acid (128 mL). Then, zinc powder (14.1 g) was added and the mixture was stirred at room temperature for eight hours. The solid was removed by filtration through celite, and then the celite was washed with ethyl acetate. The resulting filtrate was concentrated under reduced pressure. The residue was dissolved in ethyl acetate. Then, a saturated sodium bica... Solvent: C(C)N(CC)CC (triethylamine). Reaction SMILES: Cl.[NH2:2][C@H:3]1[CH2:9][CH2:8][CH2:7][CH2:6][N:5]([CH2:10][C:11]([OH:13])=[O:12])[C:4]1=[O:14].O=[C:16]([CH2:22][CH2:23][CH2:24][C:25]1[CH:30]=[CH:29][CH:28]=[CH:27][CH:26]=1)[C:17]([O:19][CH2:20][CH3:21])=[O:18].C([BH3-])#N.[Na+]>C(N(CC)CC)C>[C:11]([CH2:10][N:5]1[CH2:6][CH2:7][CH2:8][CH2:9][C@H:3]([NH:2][CH:16]([C:17]([O:19][CH2:20][CH3:21])=[O:18])[CH2:22][CH2:23][CH2:24][C:25]2[CH:26]=[CH:27][CH:28]=[CH:29][CH:30]=2)[C:4]1=[O:14])([OH:13])=[O:12] |f:0.1,3.4|. Reactants: Cl.N[C@@H]1C(N(CCCC1)CC(=O)O)=O (3-(S)-amino-1-carboxymethylperhydroazepin-2-one hydrochloride), O=C(C(=O)OCC)CCCC1=CC=CC=C1 (ethyl 2-oxo-5-phenylpentanoate), C(#N)[BH3-].[Na+] (sodium cyanoborohydride). Yields the product C(=O)(O)CN1C([C@H](CCCC1)NC(CCCC1=CC=CC=C1)C(=O)OCC)=O (1-Carboxymethyl-3-(S)-[(1-ethoxycarbonyl-4-phenylbutyl) amino]perhydroazepin-2-one). Procedure details: React 1.08 g 3-(S)-amino-1-carboxymethylperhydroazepin-2-one hydrochloride, 5.3 g ethyl 2-oxo-5-phenylpentanoate, 0.49 g triethylamine and 630 mg sodium cyanoborohydride as described in Example 2. Purify the crude product by chromatography on LH 20 and isolate the desired ester. Reactants: C(C1=CC=CC=C1)N(C[C@@H](CN1CCN(CC1)C(=O)OC(C)(C)C)O)CC1=CC=CC=C1 (tert-butyl 4-[(2S)-3-(dibenzylamino)-2-hydroxy-propyl]piperazine-1-carboxylate), C([O-])(O)=O.[Na+] (sodium bicarbonate), [H-].[Na+] (Sodium hydride), CI (methyl iodide). The solvent is O1CCCC1 (tetrahydrofuran), O1CCCC1 (tetrahydrofuran). Run at time 10 minute. The product is C(C1=CC=CC=C1)N(C[C@@H](CN1CCN(CC1)C(=O)OC(C)(C)C)OC)CC1=CC=CC=C1 (tert-butyl 4-[(2S)-3-(dibenzylamino)-2-methoxy-propyl]piperazine-1-carboxylate). The yield is 56.0%. As a reaction SMILES: [H-].[Na+].[CH2:3]([N:10]([CH2:28][C:29]1[CH:34]=[CH:33][CH:32]=[CH:31][CH:30]=1)[CH2:11][C@H:12]([OH:27])[CH2:13][N:14]1[CH2:19][CH2:18][N:17]([C:20]([O:22][C:23]([CH3:26])([CH3:25])[CH3:24])=[O:21])[CH2:16][CH2:15]1)[C:4]1[CH:9]=[CH:8][CH:7]=[CH:6][CH:5]=1.CI.[C:37](=O)(O)[O-].[Na+]>O1CCCC1>[CH2:3]([N:10]([CH2:28][C:29]1[CH:30]=[CH:31][CH:32]=[CH:33][CH:34]=1)[CH2:11][C@H:12]([O:27][CH3:37])[CH2:13][N:14]1[CH2:15][CH2:16][N:17]([C:20]([O:22][C:23]([CH3:26])([CH3:25])[CH3:24])=[O:21])[CH2:18][CH2:19]1)[C:4]1[CH:9]=[CH:8][CH:7]=[CH:6][CH:5]=1 |f:0.1,4.5|. Procedure: Sodium hydride (333 mg, 8.30 mmol) was dissolved in 50 mL of tetrahydrofuran, added dropwise with a solution of tert-butyl 4-[(2S)-3-(dibenzylamino)-2-hydroxy-propyl]piperazine-1-carboxylate 35a (3.65 g, 8.30 mmol) in tetrahydrofuran in an ice-water bath. The reaction solution was stirred for 10 minutes and warmed up to room temperature. The reaction solution was stirred for 1 hour and cooled down to 0° C. followed by the addition of methyl iodide (1.18 g, 8.30 mmol). The reaction solution was s... Starting materials: [Cl-].[NH4+] (ammonium chloride), FC1=NC=C(C=C1C1=NC(=NC(=N1)C)N(CC1=CC=C(C=C1)OC)CC1=CC=C(C=C1)OC)[C@@H](C)N1CCN(CC1)S(=O)(=O)C ((R)-4-(2-fluoro-5-(1-(4-(methylsulfonyl)piperazin-1-yl)ethyl)pyridin-3-yl)-N,N-bis(4-methoxybenzyl)-6-methyl-1,3,5-triazin-2-amine), NC=1C=CC(=NC1)OC (5-amino-2-methoxypyridine), C[Si](C)(C)[N-][Si](C)(C)C.[Li+] (lithium bis(trimethylsilyl)amide), solution, O1CCCC1.C(C)C1=CC=CC=C1 (tetrahydrofuran ethylbenzene), [Li+].C[Si](C)(C)[N-][Si](C)(C)C (LiHMDS). The solvent is CCOC(=O)C (EtOAc), O (water), C1CCOC1 (THF). Conditions: time 30 minute. The product is COC1=CC=C(CN(C2=NC(=NC(=N2)C=2C(=NC=C(C2)[C@@H](C)N2CCN(CC2)S(=O)(=O)C)NC=2C=NC(=CC2)OC)C)CC2=CC=C(C=C2)OC)C=C1 ((R)—N,N-bis(4-methoxybenzyl)-4-(2-(6-methoxypyridin-3-ylamino)-5-(1-(4-(methylsulfonyl)piperazin-1-yl)ethyl)pyridin-3-yl)-6-methyl-1,3,5-triazin-2-amine). The yield is 80.8%. As a reaction SMILES: F[C:2]1[C:7]([C:8]2[N:13]=[C:12]([CH3:14])[N:11]=[C:10]([N:15]([CH2:25][C:26]3[CH:31]=[CH:30][C:29]([O:32][CH3:33])=[CH:28][CH:27]=3)[CH2:16][C:17]3[CH:22]=[CH:21][C:20]([O:23][CH3:24])=[CH:19][CH:18]=3)[N:9]=2)=[CH:6][C:5]([C@H:34]([N:36]2[CH2:41][CH2:40][N:39]([S:42]([CH3:45])(=[O:44])=[O:43])[CH2:38][CH2:37]2)[CH3:35])=[CH:4][N:3]=1.[NH2:46][C:47]1[CH:48]=[CH:49][C:50]([O:53][CH3:54])=[N:51][CH:52]=1.C[Si]([N-][Si](C)(C)C)(C)C.[Li+].O1CCCC1.C(C1C=CC=CC=1)C.[Cl-].[NH4+]>C1COCC1.CCOC(C)=O.O>[CH3:24][O:23][C:20]1[CH:19]=[CH:18][C:17]([CH2:16][N:15]([CH2:25][C:26]2[CH:27]=[CH:28][C:29]([O:32][CH3:33])=[CH:30][CH:31]=2)[C:10]2[N:9]=[C:8]([C:7]3[C:2]([NH:46][C:47]4[CH:52]=[N:51][C:50]([O:53][CH3:54])=[CH:49][CH:48]=4)=[N:3][CH:4]=[C:5]([C@H:34]([N:36]4[CH2:41][CH2:40][N:39]([S:42]([CH3:45])(=[O:43])=[O:44])[CH2:38][CH2:37]4)[CH3:35])[CH:6]=3)[N:13]=[C:12]([CH3:14])[N:11]=2)=[CH:22][CH:21]=1 |f:2.3,4.5,6.7|. Reported procedure: (R)-4-(2-fluoro-5-(1-(4-(methylsulfonyl)piperazin-1-yl)ethyl)pyridin-3-yl)-N,N-bis(4-methoxybenzyl)-6-methyl-1,3,5-triazin-2-amine (19.64 g, 30.9 mmol) and 5-amino-2-methoxypyridine (4.13 mL, 33.3 mmol) were dissolved in THF (300 mL) in a 2-necked round bottomed flask equipped with a stirbar and a dropping funnel. To the dropping funnel was added lithium bis(trimethylsilyl)amide, 1.0 M solution in tetrahydrofuran/ethylbenzene (Acros; 96.0 mL, 96 mmol) via cannula, and the reaction flask was cool... Starting materials: [N+](=O)([O-])C1=CC=C(COC(=O)NCCSC(=S)S[C@@H]2[C@H](C(N2)=O)OC)C=C1 ((3S,4R)-4-(2-p-nitrobenzyloxycarbonylaminoethylthiothiocarbonylthio)-3-methoxy-2-oxoazetidine), [N+](=O)([O-])C1=CC=C(COC(C(O)OCC)=O)C=C1 (2-ethoxy-2-hydroxyacetic acid p-nitrobenzyl ester). Solvent: C1(=CC=CC=C1)C (toluene), CN(C=O)C (dimethylformamide). Yields the product [N+](=O)([O-])C1=CC=C(COC(C(O)N2C([C@@H]([C@H]2SC(=S)SCCNC(=O)OCC2=CC=C(C=C2)[N+](=O)[O-])OC)=O)=O)C=C1 (2-[(3S,4R)-4-(2-p nitrobenzyloxycarbonylaminoethylthiothiocarbonylthio)-3-methoxy-2-oxoazetidin-1-yl]-2-hydroxyacetic acid p-nitrobenzyl ester). RXN SMILES: [N+:1]([C:4]1[CH:27]=[CH:26][C:7]([CH2:8][O:9][C:10]([NH:12][CH2:13][CH2:14][S:15][C:16]([S:18][C@H:19]2[NH:22][C:21](=[O:23])[C@@H:20]2[O:24][CH3:25])=[S:17])=[O:11])=[CH:6][CH:5]=1)([O-:3])=[O:2].[N+:28]([C:31]1[CH:45]=[CH:44][C:34]([CH2:35][O:36][C:37](=[O:43])[CH:38](OCC)[OH:39])=[CH:33][CH:32]=1)([O-:30])=[O:29]>C1(C)C=CC=CC=1.CN(C)C=O>[N+:28]([C:31]1[CH:32]=[CH:33][C:34]([CH2:35][O:36][C:37](=[O:43])[CH:38]([N:22]2[C@H:19]([S:18][C:16]([S:15][CH2:14][CH2:13][NH:12][C:10]([O:9][CH2:8][C:7]3[CH:6]=[CH:5][C:4]([N+:1]([O-:3])=[O:2])=[CH:27][CH:26]=3)=[O:11])=[S:17])[C@@H:20]([O:24][CH3:25])[C:21]2=[O:23])[OH:39])=[CH:44][CH:45]=1)([O-:30])=[O:29]. Procedure: Analogously to Example 23, 646 mg (1.5 mmole) of (3S,4R)-4-(2-p-nitrobenzyloxycarbonylaminoethylthiothiocarbonylthio)-3-methoxy-2-oxoazetidine in 22 ml of absolute toluene and 5.5 ml of absolute dimethylformamide are reacted with 848 mg of 2-ethoxy-2-hydroxyacetic acid p-nitrobenzyl ester in the presence of freshly dried molecular sieves. After working up and chromatography over silica gel the title compound is obtained. The reactants are stainless steel, S (hydrogen sulfide), P12(=S)SP3(=S)SP(=S)(S1)SP(=S)(S2)S3 (phosphorus pentasulfide), P12(=S)SP3(=S)SP(=S)(S1)SP(=S)(S2)S3 (phosphorus pentasulfide), C1(=CC=CC=C1)C(C(CC(=O)C1=CC(=C(C(=C1)OC)OC)OC)C1=CC=CC=C1)=O (1,2-diphenyl-4-(3,4,5-trimethoxyphenyl)butane-1,4-dione), C=1(C(=CC=CC1)C)C (xylene), S (hydrogen sulfide). Solvent: C(C)O (ethanol). Conditions: temperature 10 celsius, time 3 hour. Yields the product C1(=CC=CC=C1)C=1SC(=CC1C1=CC=CC=C1)C1=CC(=C(C(=C1)OC)OC)OC (2,3-diphenyl-5-(3,4,5-trimethoxyphenyl)thiophene). Yield: 193.0%. RXN SMILES: [C:1]1([C:7](=O)[CH:8]([C:24]2[CH:29]=[CH:28][CH:27]=[CH:26][CH:25]=2)[CH2:9][C:10]([C:12]2[CH:17]=[C:16]([O:18][CH3:19])[C:15]([O:20][CH3:21])=[C:14]([O:22][CH3:23])[CH:13]=2)=O)[CH:6]=[CH:5][CH:4]=[CH:3][CH:2]=1.C1(C)C(C)=CC=CC=1.P12(SP3(SP(SP(S3)(S1)=S)(=S)S2)=S)=[S:40].S>C(O)C>[C:1]1([C:7]2[S:40][C:10]([C:12]3[CH:17]=[C:16]([O:18][CH3:19])[C:15]([O:20][CH3:21])=[C:14]([O:22][CH3:23])[CH:13]=3)=[CH:9][C:8]=2[C:24]2[CH:29]=[CH:28][CH:27]=[CH:26][CH:25]=2)[CH:6]=[CH:5][CH:4]=[CH:3][CH:2]=1. Reported procedure: In a 1-liter stirred stainless steel autoclave were placed 40.4 g 1,2-diphenyl-4-(3,4,5-trimethoxyphenyl)butane-1,4-dione, 100 ml of xylene, 22.2 g of phosphorus pentasulfide and 128 g of hydrogen sulfide. The reaction mixture was heated with stirring for 3 hours at 160°-168° C. (1210-1250 psig. pressure). The reactor was cooled to 10° C. and the hydrogen sulfide was released. The residue was stirred with 150 ml of ethanol to decompose unreacted phosphorus pentasulfide. Filtration and evaporatio...